From a dataset of the Open Reaction Database (ORD), a public repository of structured organic reaction records. describe an organic reaction: reactants, conditions, products, and yield As a reaction SMILES: [CH2:38]([OH:39])[CH2:40][CH2:41][CH3:42].[CH3:21][N:22]([CH3:23])[CH2:24][CH:25]([CH2:26][O:27][c:28]1[cH:29][cH:30][c:31]([NH2:32])[cH:33][cH:34]1)[OH:35].[CH3:36][OH:37].[Cl:1][c:2]1[n:3][cH:4][cH:5][c:6]([N:8]([c:9]2[cH:10][cH:11][cH:12][cH:13][cH:14]2)[CH2:15][CH2:16][CH2:17][CH3:18])[n:7]1.[ClH:19].[ClH:20]>>[c:2]1([NH:32][c:31]2[cH:30][cH:29][c:28]([O:27][CH2:26][CH:25]([CH2:24][N:22]([CH3:21])[CH3:23])[OH:35])[cH:34][cH:33]2)[n:3][cH:4][cH:5][c:6]([N:8]([c:9]2[cH:10][cH:11][cH:12][cH:13][cH:14]2)[CH2:15][CH2:16][CH2:17][CH3:18])[n:7]1. Product: CCCCN(c1ccccc1)c1ccnc(Nc2ccc(OCC(O)CN(C)C)cc2)n1. Reactants: CCCCO, CN(C)CC(O)COc1ccc(N)cc1, CO, CCCCN(c1ccccc1)c1ccnc(Cl)n1, Cl, Cl.